Dataset: the Open Reaction Database (ORD), a public repository of structured organic reaction records. Task: describe an organic reaction: reactants, conditions, products, and yield Starting materials: ClC=1C=C(C=CC1)C1NC(NC(=C1C(=O)O)C)=O (4-(3-chlorophenyl)-6-methyl-2-oxo-1,2,3,4-tetrahydropyrimidine-5-carboxylic acid), NCCCN1CCCC1 (1-(3-aminopropyl)pyrrolidine), CCN=C=NCCCN(C)C.Cl (WSC hydrochloride). Run in CN(C)C=O (DMF). Reaction conditions: time 8 hour. Product: N1(CCCC1)CCCNC(=O)C=1C(NC(NC1C)=O)C1=CC(=CC=C1)Cl (4-(3-chlorophenyl)-6-methyl-2-oxo-1,2,3,4-tetrahydropyrimidine-5-carboxylic acid (3-pyrrolidine-1-yl-propyl)amide). As a reaction SMILES: [Cl:1][C:2]1[CH:3]=[C:4]([CH:8]2[C:13]([C:14]([OH:16])=O)=[C:12]([CH3:17])[NH:11][C:10](=[O:18])[NH:9]2)[CH:5]=[CH:6][CH:7]=1.[NH2:19][CH2:20][CH2:21][CH2:22][N:23]1[CH2:27][CH2:26][CH2:25][CH2:24]1.CCN=C=NCCCN(C)C.Cl>CN(C=O)C>[N:23]1([CH2:22][CH2:21][CH2:20][NH:19][C:14]([C:13]2[CH:8]([C:4]3[CH:5]=[CH:6][CH:7]=[C:2]([Cl:1])[CH:3]=3)[NH:9][C:10](=[O:18])[NH:11][C:12]=2[CH3:17])=[O:16])[CH2:27][CH2:26][CH2:25][CH2:24]1 |f:2.3|. Procedure: 218 mg (0.817 mmol) of 4-(3-chlorophenyl)-6-methyl-2-oxo-1,2,3,4-tetrahydropyrimidine-5-carboxylic acid and 126 mg (0.981 mmol) of 1-(3-aminopropyl)pyrrolidine were dissolved in 10 ml of DMF. 235 mg (1.23 mmol) of WSC hydrochloride was added to the obtained solution under cooling with ice, and they were stirred at room temperature overnight. After the concentration under reduced pressure, the reaction mixture was diluted with ethyl acetate and then washed with saturated aqueous sodium hydrogenca... The reactants are CC(C)(C)[Si](C)(C)OC1CCN(c2ccc(C#N)cc2)CC1, CCCC[N+](CCCC)(CCCC)CCCC, C1CCOC1, [F-]. Product: N#Cc1ccc(N2CCC(O)CC2)cc1. Reaction SMILES: [C:19]([Si:20]([CH3:21])([CH3:22])[O:24][CH:25]1[CH2:26][CH2:27][N:28]([c:31]2[cH:32][cH:33][c:34]([C:35]#[N:36])[cH:37][cH:38]2)[CH2:29][CH2:30]1)([CH3:23])([CH3:39])[CH3:40].[CH2:2]([N+:3]([CH2:4][CH2:5][CH2:6][CH3:7])([CH2:8][CH2:9][CH2:10][CH3:11])[CH2:12][CH2:13][CH2:14][CH3:15])[CH2:16][CH2:17][CH3:18].[CH2:41]1[O:42][CH2:43][CH2:44][CH2:45]1.[F-:1]>>[OH:24][CH:25]1[CH2:26][CH2:27][N:28]([c:31]2[cH:32][cH:33][c:34]([C:35]#[N:36])[cH:37][cH:38]2)[CH2:29][CH2:30]1. As a reaction SMILES: [C:1](#[N:2])[c:3]1[cH:4][cH:5][c:6]([CH:7]=[O:8])[cH:9][cH:10]1.[CH3:20][CH2:21][OH:22].[CH:16]([Cl:17])([Cl:18])[Cl:19].[ClH:15].[NH2:11][CH2:12][CH2:13][SH:14].[OH2:23]>>[C:1](#[N:2])[c:3]1[cH:4][cH:5][c:6]([CH:7]2[NH:11][CH2:12][CH2:13][S:14]2)[cH:9][cH:10]1. The reactants are N#Cc1ccc(C=O)cc1, CCO, ClC(Cl)Cl, Cl, NCCS, O. Yields the product N#Cc1ccc(C2NCCS2)cc1. The reactants are C(C)(=O)OCC (ethyl acetate), [H-].[Na+] (NaH), NC=1N=CC2=C(N1)NC(C(=C2)C2=C(C=CC=C2Cl)Cl)=O (2-amino-6-(2,6-dichlorophenyl)-pyrido[2,3-d]pyrimidin-7(8H)-one), COC(=O)C1=CC=C(C=C1)CBr (Methyl 4-(bromomethyl) benzoate), ice water. The solvent is CN(C=O)C (dimethylformamide). Product: COC(C1=CC=C(C=C1)CN1C(C(=CC2=C1N=C(N=C2)N)C2=C(C=CC=C2Cl)Cl)=O)=O (4-[2-amino-6-(2,6-dichlorophenyl)-7-oxo-7H-pyrido[2,3-d]pyrimidin-8-ylmethyl]-benzoic acid methyl ester). Yield: 70.0%. Reaction SMILES: [H-].[Na+].[NH2:3][C:4]1[N:5]=[CH:6][C:7]2[CH:13]=[C:12]([C:14]3[C:19]([Cl:20])=[CH:18][CH:17]=[CH:16][C:15]=3[Cl:21])[C:11](=[O:22])[NH:10][C:8]=2[N:9]=1.[CH3:23][O:24][C:25]([C:27]1[CH:32]=[CH:31][C:30]([CH2:33]Br)=[CH:29][CH:28]=1)=[O:26].C(OCC)(=O)C>CN(C)C=O>[CH3:23][O:24][C:25](=[O:26])[C:27]1[CH:32]=[CH:31][C:30]([CH2:33][N:10]2[C:8]3[N:9]=[C:4]([NH2:3])[N:5]=[CH:6][C:7]=3[CH:13]=[C:12]([C:14]3[C:15]([Cl:21])=[CH:16][CH:17]=[CH:18][C:19]=3[Cl:20])[C:11]2=[O:22])=[CH:29][CH:28]=1 |f:0.1|. Reported procedure: To a suspension of NaH (60% in mineral oil, 36 mg) in 7 mL of dimethylformamide was added 2-amino-6-(2,6-dichlorophenyl)-pyrido[2,3-d]pyrimidin-7(8H)-one (195 mg, 0.64 mmol). The mixture was heated at 40° C. to 50° C. for 20 minutes, resulting in a clear solution. Methyl 4-(bromomethyl) benzoate (206 mg, 0.90 mmol) was added, and the reaction mixture was heated at 40° C. to 50° C. for 15 minutes, then poured onto 30 mL of ice water. The resulting precipitate was removed by filtration and washed ...